This data is from the Open Reaction Database (ORD), a public repository of structured organic reaction records. The task is: describe an organic reaction: reactants, conditions, products, and yield The solvent is O (H2O). Procedure details: Prepared from 1-(4-amino-3′-nitro-biphenyl-3-yl)-ethanol and acetone in the same fashion as that of Example 4. Yellow solid: mp 188-189° C.; Anal. Calc. For C17H18N2O3.0.35 H2O: C, 67.02; H, 6.19; N, 9.20. Found: C, 66.7; H, 5.89; N, 9.03. Product: [N+](=O)([O-])C=1C=C(C=CC1)C1=CC2=C(NC(OC2C)(C)C)C=C1 (6-(3-Nitro-phenyl)-2,2,4,-trimethyl-1,4-dihydro-2H-benzo[d][1,3]oxazine). RXN SMILES: [NH2:1][C:2]1[CH:7]=[CH:6][C:5]([C:8]2[CH:13]=[CH:12][CH:11]=[C:10]([N+:14]([O-:16])=[O:15])[CH:9]=2)=[CH:4][C:3]=1[CH:17]([OH:19])[CH3:18].[CH3:20][C:21]([CH3:23])=O>O>[N+:14]([C:10]1[CH:9]=[C:8]([C:5]2[CH:6]=[CH:7][C:2]3[NH:1][C:21]([CH3:23])([CH3:20])[O:19][CH:17]([CH3:18])[C:3]=3[CH:4]=2)[CH:13]=[CH:12][CH:11]=1)([O-:16])=[O:15]. Starting materials: NC1=C(C=C(C=C1)C1=CC(=CC=C1)[N+](=O)[O-])C(C)O (1-(4-amino-3′-nitro-biphenyl-3-yl)-ethanol), CC(=O)C (acetone). Reactants: CCC(=C)C=O (ethacrolein), C(C)(=O)[O-].[NH4+] (ammonium acetate), ClC(C(=O)OCC)C(=O)C (ethyl 2-chloroacetoacetate). Solvent: C(C)#N (acetonitrile), C(C)#N (acetonitrile). Product: C(C)C=1C=NC(=C(C(=O)OCC)C1)C (ethyl 5-ethyl-2-methylnicotinate). Isolated yield 43.2%. As a reaction SMILES: [CH3:1][CH2:2][C:3]([CH:5]=O)=[CH2:4].C([O-])(=O)C.[NH4+:11].Cl[CH:13]([C:19]([CH3:21])=O)[C:14]([O:16][CH2:17][CH3:18])=[O:15]>C(#N)C>[CH2:2]([C:3]1[CH:5]=[N:11][C:19]([CH3:21])=[C:13]([CH:4]=1)[C:14]([O:16][CH2:17][CH3:18])=[O:15])[CH3:1] |f:1.2|. Procedure: A mixture of ethacrolein (12.8 g 0.152 mole) and ammonium acetate (24.4 g 0.304 mole) in 50 cc acetonitrile is stirred at room temperature and a solution of ethyl 2-chloroacetoacetate (25 g 0.152 mole) in 30 cc acetonitrile is added dropwise over 15 minutes. The reaction mixture is heated at reflux for 16 hours, cooled, and partitioned between water and ethyl acetate. The organic phase is concentrated in vacuo and chromatographed on silica gel using 9:1 hexane-ethylacetate to afford 12.7 g of th... Starting materials: Cl.ClC=1C=CC(=NC1)NC(C(=O)N[C@@H]1[C@@H](C[C@H](CC1)C(=O)N(C)C)NC(=O)C1=NC=2CCNCC2C=C1)=O (N1-(5-chloropyridin-2-yl)-N2-{(1S,2R,4S)-4-[(dimethylamino)carbonyl]-2-[(5,6,7,8-tetrahydro[1,6]naphthyridin-2-ylcarbonyl)amino]cyclohexyl}ethanediamide hydrochloride), C=O (formalin). Yields the product Cl.ClC=1C=CC(=NC1)NC(C(=O)N[C@@H]1[C@@H](C[C@H](CC1)C(=O)N(C)C)NC(=O)C1=NC=2CCN(CC2C=C1)C)=O (N1-(5-chloropyridin-2-yl)-N2-((1S,2R,4S)-4-[(dimethylamino)carbonyl]-2-{[(6-methyl-5,6,7,8-tetrahydro[1,6]naphthyridin-2-yl)carbonyl]amino}cyclohexyl)ethanediamide hydrochloride). RXN SMILES: Cl.[Cl:2][C:3]1[CH:4]=[CH:5][C:6]([NH:9][C:10](=[O:38])[C:11]([NH:13][C@H:14]2[CH2:19][CH2:18][C@H:17]([C:20]([N:22]([CH3:24])[CH3:23])=[O:21])[CH2:16][C@H:15]2[NH:25][C:26]([C:28]2[CH:37]=[CH:36][C:35]3[CH2:34][NH:33][CH2:32][CH2:31][C:30]=3[N:29]=2)=[O:27])=[O:12])=[N:7][CH:8]=1.[CH2:39]=O>>[ClH:2].[Cl:2][C:3]1[CH:4]=[CH:5][C:6]([NH:9][C:10](=[O:38])[C:11]([NH:13][C@H:14]2[CH2:19][CH2:18][C@H:17]([C:20]([N:22]([CH3:24])[CH3:23])=[O:21])[CH2:16][C@H:15]2[NH:25][C:26]([C:28]2[CH:37]=[CH:36][C:35]3[CH2:34][N:33]([CH3:39])[CH2:32][CH2:31][C:30]=3[N:29]=2)=[O:27])=[O:12])=[N:7][CH:8]=1 |f:0.1,3.4|. Procedure details: In a manner similar to that employed in Example 18, the title compound was prepared from the compound obtained in Example 341 and formalin. The reactants are NC1=CC=C(C=C2C3=C(C=CC4=C2C=CC=C4)C=CC=C3)C=C1 (5-(4-amino-benzylidene)-5H-dibenzo[a,d]cycloheptene), IC1=CC=C(C=C1)C (p-iodotoluene), C([O-])([O-])=O.[K+].[K+] (potassium carbonate). Reagents/catalysts: [Cu] (copper). The solvent is ClC1=C(C=CC=C1)Cl (o-dichlorobenzene). Reaction conditions: time 7 hour. Yields the product C1(=CC=C(C=C1)N(C1=CC=C(C=C2C3=C(C=CC4=C2C=CC=C4)C=CC=C3)C=C1)C1=CC=C(C=C1)C)C (5-[4(di-p-tolylamino)benzylidene]-5H-dibenzo[a,d]cycloheptene). The yield is 75.0%. Reaction SMILES: [NH2:1][C:2]1[CH:23]=[CH:22][C:5]([CH:6]=[C:7]2[C:13]3[CH:14]=[CH:15][CH:16]=[CH:17][C:12]=3[CH:11]=[CH:10][C:9]3[CH:18]=[CH:19][CH:20]=[CH:21][C:8]2=3)=[CH:4][CH:3]=1.I[C:25]1[CH:30]=[CH:29][C:28]([CH3:31])=[CH:27][CH:26]=1.C(=O)([O-])[O-].[K+].[K+]>[Cu].ClC1C=CC=CC=1Cl>[C:28]1([CH3:31])[CH:29]=[CH:30][C:25]([N:1]([C:2]2[CH:23]=[CH:22][C:5]([CH3:6])=[CH:4][CH:3]=2)[C:2]2[CH:23]=[CH:22][C:5]([CH:6]=[C:7]3[C:8]4[CH:21]=[CH:20][CH:19]=[CH:18][C:9]=4[CH:10]=[CH:11][C:12]4[CH:17]=[CH:16][CH:15]=[CH:14][C:13]3=4)=[CH:4][CH:3]=2)=[CH:26][CH:27]=1 |f:2.3.4|. Procedure details: 7.90 g (26.7 m moles) of the previously obtained 5-(4-amino-benzylidene)-5H-dibenzo[a,d]cycloheptene, 22.0 g (101 m mole) of p-iodotoluene, 11.0 g (79.6 m moles) of anhydrous potassium carbonate and 2.2 g of copper powder were added to 30 ml of o-dichlorobenzene, and the resulting mixture was stirred and refluxed over an oil bath kept at about 190° C. for 7 hours. After the end of reaction, the reaction mixture was subjected to filtration by suction, and the filtrate was washed successively with... Reactants: OC1=C(C=C(CNC(=O)C2=C3C[C@@H]4[C@H](C3=C(S2)C)C4(C)C)C=C1C)C ((1aS,5aR)-1,1,2-trimethyl-1,1a,5,5a-tetrahydro-3-thia-cyclopropa[a]pentalene-4-carboxylic acid 4-hydroxy-3,5-dimethyl-benzylamide), [OH-].[Na+] (NaOH), [Na+].[I-] (NaI), ClC[C@H](CO)O ((S)-3-chloro-propane-1,2-diol). The solvent is C(=O)O (Formic acid), C(C)(C)O (isopropanol). Run at temperature 90 celsius, time 8 hour. Yields the product O[C@H](COC1=C(C=C(CNC(=O)C2=C3C[C@@H]4[C@H](C3=C(S2)C)C4(C)C)C=C1C)C)CO ((1aS,5aR)-1,1,2-trimethyl-1,1a,5,5a-tetrahydro-3-thia-cyclopropa[a]pentalene-4-carboxylic acid 4-((S)-2,3-dihydroxy-propoxy)-3,5-dimethyl-benzylamide). Isolated yield 34.5%. RXN SMILES: [OH:1][C:2]1[C:23]([CH3:24])=[CH:22][C:5]([CH2:6][NH:7][C:8]([C:10]2[S:17][C:16]([CH3:18])=[C:15]3[C:11]=2[CH2:12][C@H:13]2[C:19]([CH3:21])([CH3:20])[C@H:14]23)=[O:9])=[CH:4][C:3]=1[CH3:25].[OH-].[Na+].[Na+].[I-].Cl[CH2:31][C@@H:32]([OH:35])[CH2:33][OH:34]>C(O)(C)C.C(O)=O>[OH:35][C@@H:32]([CH2:33][OH:34])[CH2:31][O:1][C:2]1[C:23]([CH3:24])=[CH:22][C:5]([CH2:6][NH:7][C:8]([C:10]2[S:17][C:16]([CH3:18])=[C:15]3[C:11]=2[CH2:12][C@H:13]2[C:19]([CH3:21])([CH3:20])[C@H:14]23)=[O:9])=[CH:4][C:3]=1[CH3:25] |f:1.2,3.4|. Procedure: To a solution of (1aS,5aR)-1,1,2-trimethyl-1,1a,5,5a-tetrahydro-3-thia-cyclopropa[a]pentalene-4-carboxylic acid 4-hydroxy-3,5-dimethyl-benzylamide (8.9 mg, 0.025 mmol) in isopropanol (1 mL) is added 2 N aq. NaOH (100 μL), NaI (1 mg, 0.007 mmol) and (S)-3-chloro-propane-1,2-diol (11.1 mg, 0.1 mmol). The reaction mixture is heated to 90° C. and shaken for 8 h before it is cooled to rt. Formic acid (0.2 mL) is added and the reaction mixture is separated by prep. HPLC to give (1aS,5aR)-1,1,2-trimeth...